This data is from the Open Reaction Database (ORD), a public repository of structured organic reaction records. The task is: describe an organic reaction: reactants, conditions, products, and yield Reactants: FC(C(=O)O)(F)F (Trifluoroacetic acid), N[C@H](CCO)CCC ((S)-3-aminohexan-1-ol), CC1=C(C(=CC(=C1)C)C)S(=O)(=O)OC1=NC(=NC(=C1CC1=C(C=C(C=C1)OCCCO[Si](C)(C)C(C)(C)C)OC)C)N (2-Amino-5-{4-[3-(tert-butyldimethylsilyloxy)propoxy]-2-methoxybenzyl}-6-methylpyrimidin-4-yl 2,4,6-trimethylbenzenesulfonate). The solvent is C(CC)#N (propionitrile), C(O)([O-])=O.[Na+] (sodium hydrogen carbonate). Conditions: temperature 120 celsius. Yields the product NC1=NC(=C(C(=N1)N[C@H](CCO)CCC)CC1=C(C=C(C=C1)OCCCO[Si](C)(C)C(C)(C)C)OC)C ((S)-3-(2-amino-5-(4-(3-(tert-butyldimethylsilyloxy)propoxy)-2-methoxybenzyl)-6-methylpyrimidin-4-ylamino)hexan-1-ol). Yield: 80.7%. As a reaction SMILES: FC(F)(F)C(O)=O.[NH2:8][C@@H:9]([CH2:13][CH2:14][CH3:15])[CH2:10][CH2:11][OH:12].CC1C=C(C)C=C(C)C=1S(O[C:29]1[C:34]([CH2:35][C:36]2[CH:41]=[CH:40][C:39]([O:42][CH2:43][CH2:44][CH2:45][O:46][Si:47]([C:50]([CH3:53])([CH3:52])[CH3:51])([CH3:49])[CH3:48])=[CH:38][C:37]=2[O:54][CH3:55])=[C:33]([CH3:56])[N:32]=[C:31]([NH2:57])[N:30]=1)(=O)=O>C(#N)CC.C(=O)([O-])O.[Na+]>[NH2:57][C:31]1[N:30]=[C:29]([NH:8][C@@H:9]([CH2:13][CH2:14][CH3:15])[CH2:10][CH2:11][OH:12])[C:34]([CH2:35][C:36]2[CH:41]=[CH:40][C:39]([O:42][CH2:43][CH2:44][CH2:45][O:46][Si:47]([C:50]([CH3:51])([CH3:52])[CH3:53])([CH3:49])[CH3:48])=[CH:38][C:37]=2[O:54][CH3:55])=[C:33]([CH3:56])[N:32]=1 |f:4.5|. Reported procedure: Trifluoroacetic acid (0.154 mL) was added to the mixture of (S)-3-aminohexan-1-ol (586 mg) and the product from step (i) (616 mg) in propionitrile (6 mL). After the mixture was heated at 120° C. for 23 h, the reaction mixture was cooled to RT, diluted with sat. sodium hydrogen carbonate and extracted with EtOAc. The combined organic layer was dried and concentrated under reduced pressure. The residue was purified by flash column chromatography on amino silica gel to afford the sub-title compound...